This data is from the Open Reaction Database (ORD), a public repository of structured organic reaction records. The task is: describe an organic reaction: reactants, conditions, products, and yield Starting materials: Cc1nc2ccccc2n1-c1nc(N2CCOCC2)c2nc(CBr)n(C)c2n1, FC(F)(F)CN1CCNCC1. Yields the product Cc1nc2ccccc2n1-c1nc(N2CCOCC2)c2nc(CN3CCN(CC(F)(F)F)CC3)n(C)c2n1. Reaction SMILES: [Br:1][CH2:2][c:3]1[n:4]([CH3:28])[c:5]2[n:6][c:7](-[n:18]3[c:19]([CH3:27])[n:20][c:21]4[c:22]3[cH:23][cH:24][cH:25][cH:26]4)[n:8][c:9]([N:12]3[CH2:13][CH2:14][O:15][CH2:16][CH2:17]3)[c:10]2[n:11]1.[F:29][C:30]([CH2:31][N:32]1[CH2:33][CH2:34][NH:35][CH2:36][CH2:37]1)([F:38])[F:39]>>[CH2:2]([c:3]1[n:4]([CH3:28])[c:5]2[n:6][c:7](-[n:18]3[c:19]([CH3:27])[n:20][c:21]4[c:22]3[cH:23][cH:24][cH:25][cH:26]4)[n:8][c:9]([N:12]3[CH2:13][CH2:14][O:15][CH2:16][CH2:17]3)[c:10]2[n:11]1)[N:35]1[CH2:34][CH2:33][N:32]([CH2:31][C:30]([F:29])([F:38])[F:39])[CH2:37][CH2:36]1. The reactants are CO, Cl, CNC(=O)c1nc(-c2ccc(OC3CCCCO3)cc2)cnc1N, O. Yields the product CNC(=O)c1nc(-c2ccc(OO)cc2)cnc1N. As a reaction SMILES: [CH3:27][OH:28].[ClH:25].[NH2:1][c:2]1[c:3]([C:21](=[O:22])[NH:23][CH3:24])[n:4][c:5](-[c:8]2[cH:9][cH:10][c:11]([O:14][CH:15]3[CH2:16][CH2:17][CH2:18][CH2:19][O:20]3)[cH:12][cH:13]2)[cH:6][n:7]1.[OH2:26]>>[NH2:1][c:2]1[c:3]([C:21](=[O:22])[NH:23][CH3:24])[n:4][c:5](-[c:8]2[cH:9][cH:10][c:11]([O:14][OH:26])[cH:12][cH:13]2)[cH:6][n:7]1. Reactants: C(COCCO)O (diethylene glycol), ClC(C(=O)O)C (2-chloropropionic acid), O (water). The reagents and catalysts are C1(=CC=C(C=C1)S(=O)(=O)O)C (para-toluene sulphonic acid). The solvent is C1(=CC=CC=C1)C (toluene). The product is ClC(C(=O)OCCOCCOC(C(C)Cl)=O)C (2-chloropropionic acid 2-[2-(2-chloropropionyloxy)-ethoxy]-ethyl ester). As a reaction SMILES: [CH2:1]([OH:7])[CH2:2][O:3][CH2:4][CH2:5][OH:6].[Cl:8][CH:9]([CH3:13])[C:10]([OH:12])=O.[OH2:14]>C1(C)C=CC=CC=1.C1(C)C=CC(S(O)(=O)=O)=CC=1>[Cl:8][CH:9]([CH3:13])[C:10]([O:7][CH2:1][CH2:2][O:3][CH2:4][CH2:5][O:6][C:10](=[O:12])[CH:9]([Cl:8])[CH3:13])=[O:14]. Reported procedure: In a 20 L glass reactor equipped with a Dean-Stark apparatus was added a solution of diethylene glycol (1500 g), 2-chloropropionic acid (3200 g) and para-toluene sulphonic acid (50 g) in toluene (5 L). The reaction mixture was refluxed for 5 hours with azeotropic removal of water, and then cooled to room temperature. The toluene layer was washed with 5% sodium bicarbonate solution (4500 ml) and water (4 L). The toluene layer was dried over anhydrous anhydrous sodium sulphate, and distilled to ob... Starting materials: FC1=CC(=C(N)C=C1)[N+](=O)[O-] (4-fluoro-2-nitroaniline), C(CCCCCC)N=C=O (heptyl isocyanate). Reagents/catalysts: CN(C1=CC=NC=C1)C (4-dimethylaminopyridine). Run in C1(=CC=CC=C1)C (toluene), C(C)(=O)OCC (ethyl acetate). Run at time 5 hour. Product: FC1=CC(=C(C=C1)NC(=O)NCCCCCCC)[N+](=O)[O-] (1-(4-fluoro-2-nitrophenyl)-3-heptylurea). Yield: 65.7%. As a reaction SMILES: [F:1][C:2]1[CH:8]=[CH:7][C:5]([NH2:6])=[C:4]([N+:9]([O-:11])=[O:10])[CH:3]=1.[CH2:12]([N:19]=[C:20]=[O:21])[CH2:13][CH2:14][CH2:15][CH2:16][CH2:17][CH3:18]>CN(C)C1C=CN=CC=1.C1(C)C=CC=CC=1.C(OCC)(=O)C>[F:1][C:2]1[CH:8]=[CH:7][C:5]([NH:6][C:20]([NH:19][CH2:12][CH2:13][CH2:14][CH2:15][CH2:16][CH2:17][CH3:18])=[O:21])=[C:4]([N+:9]([O-:11])=[O:10])[CH:3]=1. Procedure: 4-fluoro-2-nitroaniline (1.56 g), heptyl isocyanate (1.41 g) and 4-dimethylaminopyridine (0.37 g) were stirred in toluene (5 ml) at 80°-90 C. for 5 hrs. This solution was diluted with ethyl acetate, washed with 1N hydrochloric acid, sodium hydrogen carbonate solution, water and saturated saline, dried over anhydrous MgSO4, and the solvent was distilled off. The resulted crystals were washed with hexane to give 1-(4-fluoro-2-nitrophenyl)-3-heptylurea (1.95 g, 66%). Reactants: CSC=1C=C(C=CC1)NC=C(C=O)[N+](=O)[O-] (3-[(3-methylthiophenyl)amino]-2-nitroprop-2-enal), Cl (HCl), CSC=1C=C(C=CC1)N (3-methylthiophenylamine), C1(=CC=CC=C1)S (thiophenol). Solvent: C(C)(=O)O (acetic acid). Product: CSC1=CC=C2C=C(C=NC2=C1)[N+](=O)[O-] (7-methylthio-3-nitroquinoline). The yield is 15.6%. Reaction SMILES: [CH3:1][S:2][C:3]1[CH:4]=[C:5]([NH:9][CH:10]=[C:11]([N+:14]([O-:16])=[O:15])[CH:12]=O)[CH:6]=[CH:7][CH:8]=1.Cl.CSC1C=C(N)C=CC=1.C1(S)C=CC=CC=1>C(O)(=O)C>[CH3:1][S:2][C:3]1[CH:4]=[C:5]2[C:6]([CH:12]=[C:11]([N+:14]([O-:16])=[O:15])[CH:10]=[N:9]2)=[CH:7][CH:8]=1. Procedure details: To a refluxing mixture of 3-[(3-methylthiophenyl)amino]-2-nitroprop-2-enal (2.3 g, 9.6 mmol) and the HCl salt of 3-methylthiophenylamine (2.7 g, 19.3 mmol) in acetic acid (25 mL) was added thiophenol (0.2 g, 1.9 mmol). After being refluxed for 18 h, the mixture was cooled to room temperature and the acetic acid was removed under reduced pressure. To the remaining dark colored solid EtOAc (50 mL) was added with stirring. Filtration gave a yellow/green solid and a dark filtrate. The product crysta... Starting materials: [BH3-]C#N, O=C([O-])C=CC(=O)[O-], CO, CC(C)=O, CC=O, Cl, c1ccc2c(c1)CCC13CCCCC21NCC3, [Na+]. The product is O=C(O)C=CC(=O)O, CCN1CCC23CCCCC12c1ccccc1CC3. RXN SMILES: [C:19]([BH3-:20])#[N:21].[C:26]([CH:27]=[CH:28][C:29](=[O:30])[O-:31])(=[O:32])[O-:33].[CH3:34][OH:35].[CH3:36][C:37](=[O:38])[CH3:39].[CH:23]([CH3:24])=[O:25].[ClH:1].[NH:2]1[CH2:3][CH2:4][C:5]23[CH2:6][CH2:7][c:8]4[c:9]([cH:15][cH:16][cH:17][cH:18]4)[C:10]12[CH2:11][CH2:12][CH2:13][CH2:14]3.[Na+:22]>>[C:26]([CH:27]=[CH:28][C:29](=[O:30])[OH:31])(=[O:32])[OH:33].[N:2]1([CH2:23][CH3:24])[CH2:3][CH2:4][C:5]23[CH2:6][CH2:7][c:8]4[c:9]([cH:15][cH:16][cH:17][cH:18]4)[C:10]12[CH2:11][CH2:12][CH2:13][CH2:14]3. Reactants: C(C)(=O)N1CCC(CC1)=O (1-acetyl-4-piperidone), Cl.NO (hydroxylamine hydrochloride), C([O-])([O-])=O.[Na+].[Na+] (sodium carbonate). The solvent is CO (methanol). Reaction conditions: time 13 hour. Product: C(C)(=O)N1CCC(CC1)=NO (1-acetyl-4-hydroxyiminopiperidine). The yield is 90.1%. Reaction SMILES: [C:1]([N:4]1[CH2:9][CH2:8][C:7](=O)[CH2:6][CH2:5]1)(=[O:3])[CH3:2].Cl.[NH2:12][OH:13].C(=O)([O-])[O-].[Na+].[Na+]>CO>[C:1]([N:4]1[CH2:9][CH2:8][C:7](=[N:12][OH:13])[CH2:6][CH2:5]1)(=[O:3])[CH3:2] |f:1.2,3.4.5|. Procedure: 23.5 g (167 mmol) of 1-acetyl-4-piperidone (Aldrich Chemical Co., Milwaukee, Wis.) and 12.5 g (179 mol) of hydroxylamine hydrochloride were placed in a 250 mL flask with 200 mL of methanol. To the resulting mixture was added 19.0 g (180 mmol) of sodium carbonate, and the resulting mixture was allowed to stir at room temperature for 12-14 h. The reaction mixture was concentrated in vacuo to afford 23.5 g of 1-acetyl-4-hydroxyiminopiperidine as a white solid: 1H NMR (300 MHz, CDCl3) δ3.72 (dd, 2H,... Reactants: ClC1=NC2=CC=CN=C2C=C1C1=CC=CC=C1 (2-Chloro-3-phenyl-1,5-naphthyridine), C(=O)C1=CC=C(C=C1)B(O)O (4-Formylphenylboronic acid), [F-].[K+] (KF), C(=O)C1=CC=C(C=C1)B(O)O (4-formylphenylboronic acid), [F-].[K+] (KF). The reagents and catalysts are CC(C)([P](C(C)(C)C)([Pd][P](C(C)(C)C)(C(C)(C)C)C(C)(C)C)C(C)(C)C)C (Pd(PtBu3)2), CC(C)([P](C(C)(C)C)([Pd][P](C(C)(C)C)(C(C)(C)C)C(C)(C)C)C(C)(C)C)C (Pd(PtBu3)2). The solvent is O1CCOCC1 (dioxane). Yields the product C1(=CC=CC=C1)C=1C(=NC2=CC=CN=C2C1)C1=CC=C(C=O)C=C1 (4-(3-Phenyl-1,5-naphthyridin-2-yl)benzaldehyde). As a reaction SMILES: Cl[C:2]1[C:11]([C:12]2[CH:17]=[CH:16][CH:15]=[CH:14][CH:13]=2)=[CH:10][C:9]2[C:4](=[CH:5][CH:6]=[CH:7][N:8]=2)[N:3]=1.[CH:18]([C:20]1[CH:25]=[CH:24][C:23](B(O)O)=[CH:22][CH:21]=1)=[O:19].[F-].[K+]>O1CCOCC1.CC(C)([P](C(C)(C)C)([Pd][P](C(C)(C)C)(C(C)(C)C)C(C)(C)C)C(C)(C)C)C>[C:12]1([C:11]2[C:2]([C:23]3[CH:24]=[CH:25][C:20]([CH:18]=[O:19])=[CH:21][CH:22]=3)=[N:3][C:4]3[C:9]([CH:10]=2)=[N:8][CH:7]=[CH:6][CH:5]=3)[CH:17]=[CH:16][CH:15]=[CH:14][CH:13]=1 |f:2.3,^1:39,45|. Procedure details: 2-Chloro-3-phenyl-1,5-naphthyridine (3-5; 103 mg, 0.43 mmole), 4-formylphenylboronic acid (77 mg, 0.51 mmole), KF (82 mg, 1.4 mmole), and Pd(PtBu3)2 (11 mg, 0.02 mmole) were combined in dry dioxane (2.5 mL). The mixture was degassed (3× pump/N2) then heated to reflux. After 18 hr the mixture was cooled to RT. 4-Formylphenylboronic acid (77 mg, 0.51 mmole), KF (82 mg, L 1.4 mmole), and Pd(PtBu3)2 (11 mg, 0.02 mmole) were added. The mixture was degassed (3× pump/N2) then heated to reflux. After 6 ... Starting materials: [N-]=C=O.[Na+] (sodium isocyanate), C(CC)C1=CC=C(N)C=C1 (p-n-propylaniline), O (water), mixed solution, O (water). Solvent: C(C)(=O)O (acetic acid). Run at time 30 minute. Yields the product C(CC)C1=CC=C(C=C1)NC(=O)N (4-n-propylphenylurea). The yield is 93.9%. As a reaction SMILES: [CH2:1]([C:4]1[CH:10]=[CH:9][C:7]([NH2:8])=[CH:6][CH:5]=1)[CH2:2][CH3:3].O.[N-:12]=[C:13]=[O:14].[Na+]>C(O)(=O)C>[CH2:1]([C:4]1[CH:10]=[CH:9][C:7]([NH:8][C:13]([NH2:12])=[O:14])=[CH:6][CH:5]=1)[CH2:2][CH3:3] |f:2.3|. Reported procedure: A solution of 31.4 g of p-n-propylaniline dissolved in 116 ml of acetic acid and 232 ml of water was added dropwise into 200 ml of a mixed solution comprising 130 g of sodium isocyanate and 900 ml of water, and then stirred in an ice-bath for 30 minutes. The crystals precipitated were filtered, washed with water and dried to give 38.88 g of 4-n-propylphenylurea. After the 4-n-propylphenylurea was added in portions into 107.6 ml of 20% fuming sulfuric acid, the reaction was carried out at 60° C. ...